From a dataset of the Open Reaction Database (ORD), a public repository of structured organic reaction records. describe an organic reaction: reactants, conditions, products, and yield Reactants: CC(O)=C1CCCC1, C=CC1(C(C)O)CCC1. Product: C=CC1(C(C)O)CCCC1. RXN SMILES: [C:10]1(=[C:11]([OH:12])[CH3:13])[CH2:14][CH2:15][CH2:16][CH2:17]1.[CH:1](=[CH2:2])[C:3]1([CH:7]([CH3:8])[OH:9])[CH2:4][CH2:5][CH2:6]1>>[CH:1](=[CH2:2])[C:3]1([CH:7]([CH3:8])[OH:9])[CH2:4][CH2:10][CH2:5][CH2:6]1. Starting materials: C(C)(=O)OCCOC=1C=CC2=C(C(C3=C(CO2)N=CC=C3)=CCCN3CCC(CC3)(O)C3=CC=C(C=C3)Cl)C1 (1-[3-(7-(2-Acetoxyethyl)oxy-5,11-dihydropyrido[2,3-c][1]benzoxepin-5-ylidene)propyl]-4-(4-chlorophenyl)piperidin-4-ol), [OH-] (hydroxide), O (Water), C(C)(=O)OCC (ethyl acetate). The solvent is C(C)O (ethanol). Yields the product ClC1=CC=C(C=C1)C1(CCN(CC1)CCC=C1C2=C(COC3=C1C=C(C=C3)OCCO)N=CC=C2)O (4-(4-Chlorophenyl)-1-[3-(5,11-dihydro-7-(2-hydroxyethyl)oxypyrido[2,3-c][1]benzoxepin-5-ylidene)propyl]piperidin-4-ol). The yield is 92.8%. Reaction SMILES: C([O:4][CH2:5][CH2:6][O:7][C:8]1[CH:9]=[CH:10][C:11]2[O:17][CH2:16][C:15]3[N:18]=[CH:19][CH:20]=[CH:21][C:14]=3[C:13](=[CH:22][CH2:23][CH2:24][N:25]3[CH2:30][CH2:29][C:28]([C:32]4[CH:37]=[CH:36][C:35]([Cl:38])=[CH:34][CH:33]=4)([OH:31])[CH2:27][CH2:26]3)[C:12]=2[CH:39]=1)(=O)C.[OH-].O.C(OCC)(=O)C>C(O)C>[Cl:38][C:35]1[CH:36]=[CH:37][C:32]([C:28]2([OH:31])[CH2:27][CH2:26][N:25]([CH2:24][CH2:23][CH:22]=[C:13]3[C:12]4[CH:39]=[C:8]([O:7][CH2:6][CH2:5][OH:4])[CH:9]=[CH:10][C:11]=4[O:17][CH2:16][C:15]4[N:18]=[CH:19][CH:20]=[CH:21][C:14]3=4)[CH2:30][CH2:29]2)=[CH:33][CH:34]=1. Reported procedure: To a solution of 1-[3-(7-(2-acetoxyethyl)oxy-5,11-pyrido[2,3-c][1]benzoxepin-5-ylidene)propyl]-4-(4-chlorophenyl)piperidin-4-ol (Example 50) (140 mg) in ethanol (5 ml) were added 15% sodiun hydroxide aqueous solution (2 ml) and the mixture was heated to reflux for 1 hour. Water and ethyl acetate were added to the reaction mixture, the organic layer was separated and washed with saturated aqueous sodium chloride, and dried with magnesium sulfate. The solvent was distilled off under reduced pressu... Starting materials: Cl (hydrochloric acid), CC=1N=C(OC1C(C)O)C1=CC=C(C=C1)C(F)(F)F (1-[4-Methyl-2-(4-trifluoromethyl-phenyl)-oxazol-5-yl]-ethanol), [H-].[Na+] (sodium hydride), COC(CCC1=C(C=C(C=C1)CI)C)=O (3-(4-Iodomethyl-2-methyl-phenyl)-propionic acid methyl ester). The solvent is [OH-].[Na+] (sodium hydroxide), CN(C=O)C (N,N-dimethyl formamide). The product is CC1=C(C=CC(=C1)COC(C)C1=C(N=C(O1)C1=CC=C(C=C1)C(F)(F)F)C)CCC(=O)O (3-(2-Methyl-4-{1-[4-methyl-2-(4-trifluoromethyl-phenyl)-oxazol-5-yl]-ethoxymethyl}-phenyl)-propionic acid). RXN SMILES: [CH3:1][C:2]1[N:3]=[C:4]([C:10]2[CH:15]=[CH:14][C:13]([C:16]([F:19])([F:18])[F:17])=[CH:12][CH:11]=2)[O:5][C:6]=1[CH:7]([OH:9])[CH3:8].[H-].[Na+].C[O:23][C:24](=[O:36])[CH2:25][CH2:26][C:27]1[CH:32]=[CH:31][C:30]([CH2:33]I)=[CH:29][C:28]=1[CH3:35].Cl>[OH-].[Na+].CN(C)C=O>[CH3:35][C:28]1[CH:29]=[C:30]([CH2:33][O:9][CH:7]([C:6]2[O:5][C:4]([C:10]3[CH:15]=[CH:14][C:13]([C:16]([F:19])([F:18])[F:17])=[CH:12][CH:11]=3)=[N:3][C:2]=2[CH3:1])[CH3:8])[CH:31]=[CH:32][C:27]=1[CH2:26][CH2:25][C:24]([OH:36])=[O:23] |f:1.2,5.6|. Procedure: A mixture of 1-[4-Methyl-2-(4-trifluoromethyl-phenyl)-oxazol-5-yl]-ethanol (0.132 g, 0.487 mmol), sodium hydride (0.05 g, 1.25 mmol) and N,N-dimethyl formamide (5 mL) is stirred at room temperature. 3-(4-Iodomethyl-2-methyl-phenyl)-propionic acid methyl ester (0.17 g, 0.535 mmol) is added and the mixture is heated to 65 deg C., 2 hr. The reaction is cooled to room temperature and diluted with aqueous sodium hydroxide (10 mL, 5M) and stirred 1 hr. The pH is adjusted with aqueous hydrochloric acid... Reactants: COC([C@@H](N)CC1=CC=C(C=C1)C=1C(N(C(N(C1C)C)=O)C)=O)=O (4-(1,3,6-trimethyl-2,4-dioxo-5-pyrimidinyl)-L-phenylalanine methyl ester), BrC1=C(C(=O)O)C(=CC=C1)C (2-bromo-6-methylbenzoic acid). Yields the product BrC1=C(C(=CC=C1)C)C(=O)N[C@@H](CC1=CC=C(C=C1)C=1C(N(C(N(C1C)C)=O)C)=O)C(=O)O (N-[(2-bromo-6-methylphenyl)carbonyl]-4-(1,3,6-trimethyl-2,4-dioxo-5-pyrimidinyl)-L-phenylalanine). As a reaction SMILES: C[O:2][C:3](=[O:24])[C@H:4]([CH2:6][C:7]1[CH:12]=[CH:11][C:10]([C:13]2[C:14](=[O:23])[N:15]([CH3:22])[C:16](=[O:21])[N:17]([CH3:20])[C:18]=2[CH3:19])=[CH:9][CH:8]=1)[NH2:5].[Br:25][C:26]1[CH:34]=[CH:33][CH:32]=[C:31]([CH3:35])[C:27]=1[C:28](O)=[O:29]>>[Br:25][C:26]1[CH:34]=[CH:33][CH:32]=[C:31]([CH3:35])[C:27]=1[C:28]([NH:5][C@H:4]([C:3]([OH:2])=[O:24])[CH2:6][C:7]1[CH:12]=[CH:11][C:10]([C:13]2[C:14](=[O:23])[N:15]([CH3:22])[C:16](=[O:21])[N:17]([CH3:20])[C:18]=2[CH3:19])=[CH:9][CH:8]=1)=[O:29]. Reported procedure: N-[(2-bromo-6-methylphenyl)carbonyl]-4-(1,3,6-trimethyl-2,4-dioxo-5-pyrimidinyl)-L-phenylalanine was prepared from 4-(1,3,6-trimethyl-2,4-dioxo-5-pyrimidinyl)-L-phenylalanine methyl ester and 2-bromo-6-methylbenzoic acid using the general procedures described in example 7 and was obtained as a white solid: mp 240-242° C. FAB-HRMS m/e calcd for C24H24BrN3O5 (M+H) 514.0978, found 514.0965.